Dataset: the Open Reaction Database (ORD), a public repository of structured organic reaction records. Task: describe an organic reaction: reactants, conditions, products, and yield The reactants are C(#N)C1=C(C=C(C(=O)NC2CCCCCC2)C=C1)F (4-cyano-N-cycloheptyl-3-fluoro-benzamide), CC=1C=C2C(=CC1C)N(C3=NC(=O)NC(=O)C3=N2)C[C@@H]([C@@H]([C@@H](CO)O)O)O (E101), C(C)O (ethanol), [H][H] (hydrogen). The solvent is C(C)(=O)O (acetic acid), O (water). Run at time 0.5 hour. Product: NCC1=C(C=C(C(=O)NC2CCCCCC2)C=C1)F (4-Aminomethyl-N-cycloheptyl-3-fluoro-benzamide). As a reaction SMILES: [C:1]([C:3]1[CH:18]=[CH:17][C:6]([C:7]([NH:9][CH:10]2[CH2:16][CH2:15][CH2:14][CH2:13][CH2:12][CH2:11]2)=[O:8])=[CH:5][C:4]=1[F:19])#[N:2].CC1C=C2N=C3C(=NC(NC3=O)=O)N(C[C@H](O)[C@H](O)[C@H](O)CO)C2=CC=1C.C(O)C.[H][H]>C(O)(=O)C.O>[NH2:2][CH2:1][C:3]1[CH:18]=[CH:17][C:6]([C:7]([NH:9][CH:10]2[CH2:16][CH2:15][CH2:14][CH2:13][CH2:12][CH2:11]2)=[O:8])=[CH:5][C:4]=1[F:19]. Reported procedure: Add 4-cyano-N-cycloheptyl-3-fluoro-benzamide (0.86 g, 3.3 mmol), 10% NYC (Degussa type E101, 250 mg), ethanol (25 mL), water (9 mL) and acetic acid (1 mL) to a pressure vessel under a nitrogen atmosphere. Pressurize the vessel to 50 psi with hydrogen, and stir the mixture for 0.5 h. Filter the mixture through Celite® and wash the cake with warm ethanol followed by dichloromethane under a nitrogen atmosphere. Concentrate the filtrate in vacuo to obtain the title compound as the acetic acid salt. ... Reported procedure: Under a nitrogen atmosphere, a sample of the carbamate (1.5 g, 3.63 mmol) from example 11 in THF (20 mL) was treated with the dropwise addition of 1.0M lithium aluminium hydride in THF (35 mL, 10 equivalents) at 0° C. and the solution refluxed for 16 hours. After cooling to ambient temperature, the excess hydride was destroyed by the addition of ammonium chloride solution and the mixture filtered. Ethyl acetate (50 mL) was added, the solution washed with water (50 mL), brine (25 mL) and dried ov... Reaction SMILES: [NH:1]1[C:9]2[C:4](=[C:5]([N:10]3[CH2:15][CH2:14][N:13]([C:16]([CH:18]4[CH2:23][CH2:22][NH:21][CH2:20][CH2:19]4)=O)[CH2:12][CH2:11]3)[CH:6]=[CH:7][CH:8]=2)[CH:3]=[CH:2]1.[H-].[Al+3].[Li+].[H-].[H-].[H-].[CH2:30]1COCC1>>[CH3:30][N:21]1[CH2:22][CH2:23][CH:18]([CH2:16][N:13]2[CH2:14][CH2:15][N:10]([C:5]3[CH:6]=[CH:7][CH:8]=[C:9]4[C:4]=3[CH:3]=[CH:2][NH:1]4)[CH2:11][CH2:12]2)[CH2:19][CH2:20]1 |f:1.2.3.4.5.6|. The product is CN1CCC(CC1)CN1CCN(CC1)C1=C2C=CNC2=CC=C1 (4-[4-(1-Methyl-piperidin-4-ylmethyl)-piperazin-1-yl]- 1H-indole). The reactants are N1C=CC2=C(C=CC=C12)N1CCN(CC1)C(=O)C1CCNCC1 ([4-(1H-Indol-4-yl)-piperazin-1-yl]-piperidin-4-yl-methanone), [H-].[Al+3].[Li+].[H-].[H-].[H-] (lithium aluminium hydride), C1CCOC1 (THF), C1CCOC1 (THF). The reactants are C(C=C)OC1=CC=C(C=C1)C[C@H](C(N[C@@H](C(C)C)COCCCCCC=C)=O)NC(OCC1C2=CC=CC=C2C=2C=CC=CC12)=O (9H-fluoren-9-yl-methyl [(R)-2-(4-allyloxyphenyl)-1-((S)-1-hept-6-enyloxymethyl-2-methylpropylcarbamoyl)ethyl]carbamate), dichloro(o-isopropoxyphenylmethylene)(tricyclohexylphosphine)ruthenium. Run in ClCCl (dichloromethane). Yields the product C(C)(C)[C@H]1COCCCCCC=CCOC=2C=CC(C[C@H](C(N1)=O)NC(OCC1C3=CC=CC=C3C=3C=CC=CC13)=O)=CC2 (9H-Fluoren-9-yl-methyl ((13S,16R)-13-isopropyl-15-oxo-2,11-dioxa-14-azabicyclo[16.2.2]docosa-1(21),4,18(22),19-tetraen-16-yl)carbamate). The yield is 181.1%. RXN SMILES: [CH2:1]([O:4][C:5]1[CH:10]=[CH:9][C:8]([CH2:11][C@@H:12]([NH:29][C:30](=[O:46])[O:31][CH2:32][CH:33]2[C:45]3[CH:44]=[CH:43][CH:42]=CC=3C3[C:34]2=CC=CC=3)[C:13](=[O:28])[NH:14][C@H:15]([CH2:19][O:20][CH2:21]CCCCC=C)[CH:16]([CH3:18])[CH3:17])=[CH:7][CH:6]=1)C=C>ClCCl>[CH:16]([C@@H:15]1[NH:14][C:13](=[O:28])[C@H:12]([NH:29][C:30](=[O:46])[O:31][CH2:32][CH:33]2[C:34]3[CH:9]=[CH:10][CH:5]=[CH:6][C:7]=3[C:8]3[C:45]2=[CH:44][CH:43]=[CH:42][CH:11]=3)[CH2:11][C:8]2=[CH:9][CH:10]=[C:5]([CH:6]=[CH:7]2)[O:4][CH2:1][CH:32]=[CH:33][CH2:45][CH2:44][CH2:43][CH2:42][CH2:21][O:20][CH2:19]1)([CH3:17])[CH3:18]. Procedure details: A solution of 1.01 g (1.61 mmol) of 9H-fluoren-9-yl-methyl [(R)-2-(4-allyloxyphenyl)-1-((S)-1-hept-6-enyloxymethyl-2-methylpropylcarbamoyl)ethyl]carbamate and 0.15 g (0.24 mmol) of dichloro(o-isopropoxyphenylmethylene)(tricyclohexylphosphine)ruthenium (Hoyveda-Grubbs catalyst) in 460 ml of dichloromethane was stirred at 40° C. for 24 h. The reaction mixture was then concentrated, and the residue was purified by chromatography on silica gel. 0.87 g of the desired compound was obtained as a colorl... The reactants are C(C)C1=CC=C(N)C=C1 (4-ethylaniline), O=C1N(C2=CC=CC=C2C12C1=C(OC2)C=C2OCCC2=C1)CC=1C=C(C(=O)O)C=CC1 (3-[(2′-oxo-5,6-dihydrospiro[benzo[1,2-b:5,4-b′]difuran-3,3′-indol]-1′(2′H)-yl)methyl]benzoic acid), C1(CCCCC1)CN (cyclohexanemethylamine), O=C1N(C2=CC=CC=C2C12C1=C(OC2)C=C2OCCC2=C1)CC1=C(C(=O)O)C=CC=C1 (2-[(2′-oxo-5,6-dihydrospiro[benzo[1,2-b:5,4-b′]difuran-3,3′-indol]-1′(2′H)-yl)methyl]benzoic acid). Yields the product C(C)C1=CC=C(C=C1)NC(C1=C(C=CC=C1)CN1C(C2(C3=CC=CC=C13)C1=C(OC2)C=C2OCCC2=C1)=O)=O (N-(4-ethylphenyl)-2-[(2′-oxo-5,6-dihydrospiro[benzo[1,2-b:5,4-b′]difuran-3,3′-indol]-1′(2′H)-yl)methyl]benzamide). As a reaction SMILES: [CH2:1]([C:3]1[CH:9]=[CH:8][C:6]([NH2:7])=[CH:5][CH:4]=1)[CH3:2].C1(CN)CCCCC1.[O:18]=[C:19]1[C:27]2([CH2:31][O:30][C:29]3[CH:32]=[C:33]4[C:37](=[CH:38][C:28]2=3)[CH2:36][CH2:35][O:34]4)[C:26]2[C:21](=[CH:22][CH:23]=[CH:24][CH:25]=2)[N:20]1[CH2:39][C:40]1[CH:48]=[CH:47][CH:46]=[CH:45][C:41]=1[C:42](O)=[O:43].O=C1C2(COC3C=C4C(=CC2=3)CCO4)C2C(=CC=CC=2)N1CC1C=C(C=CC=1)C(O)=O>>[CH2:1]([C:3]1[CH:9]=[CH:8][C:6]([NH:7][C:42](=[O:43])[C:41]2[CH:45]=[CH:46][CH:47]=[CH:48][C:40]=2[CH2:39][N:20]2[C:21]3[C:26](=[CH:25][CH:24]=[CH:23][CH:22]=3)[C:27]3([CH2:31][O:30][C:29]4[CH:32]=[C:33]5[C:37](=[CH:38][C:28]3=4)[CH2:36][CH2:35][O:34]5)[C:19]2=[O:18])=[CH:5][CH:4]=1)[CH3:2]. Procedure details: Following the procedure as described in EXAMPLE 12 and making non-critical variations using 4-ethylaniline to replace cyclohexanemethylamine, and 2-[(2′-oxo-5,6-dihydrospiro[benzo[1,2-b:5,4-b′]difuran-3,3′-indol]-1′(2′H)-yl)methyl]benzoic acid to replace 3-[(2′-oxo-5,6-dihydrospiro[benzo[1,2-b:5,4-b′]difuran-3,3′-indol]-1′(2′H)-yl)methyl]benzoic acid, N-(4-ethylphenyl)-2-[(2′-oxo-5,6-dihydrospiro[benzo[1,2-b:5,4-b′]difuran-3,3′-indol]-1′(2′H)-yl)methyl]benzamide was obtained (87%) as a colorless... Starting materials: C(=O)(C=1NC=CN1)C=1NC=CN1 (carbonyl diimidazole), C(C)(C)(C)C1=CN=C(O1)C(=O)O (5-tert-butyl-oxazole-2-carboxylic acid), C1CCC2=NCCCN2CC1 (DBU), S1C(=CC=C1)[C@H](C)N ((S)-(1-thiophen-2-yl-ethyl)-amine). Run in C1CCOC1 (THF), C1CCOC1 (THF), C1CCOC1 (THF). Reaction conditions: time 30 minute. Product: S1C(=CC=C1)[C@H](C)NC(=O)C=1OC(=CN1)C(C)(C)C ((S)-5-tert-butyl-oxazole-2-carboxylic acid (1-thiophen-2-yl-ethyl)-amide). The yield is 63.4%. As a reaction SMILES: C(C1NC=CN=1)(C1NC=CN=1)=O.[C:13]([C:17]1[O:21][C:20]([C:22]([OH:24])=O)=[N:19][CH:18]=1)([CH3:16])([CH3:15])[CH3:14].[S:25]1[CH:29]=[CH:28][CH:27]=[C:26]1[C@@H:30]([NH2:32])[CH3:31].C1CCN2C(=NCCC2)CC1>C1COCC1>[S:25]1[CH:29]=[CH:28][CH:27]=[C:26]1[C@@H:30]([NH:32][C:22]([C:20]1[O:21][C:17]([C:13]([CH3:14])([CH3:15])[CH3:16])=[CH:18][N:19]=1)=[O:24])[CH3:31]. Procedure details: A solution of carbonyl diimidazole (CDI) (2.42 g, 15 mmol) in THF (40 ml) is added to a stirred solution of 5-tert-butyl-oxazole-2-carboxylic acid (2.3 g, 13.6 mmol) in THF (40 ml). The mixture is stirred for 30 min, then (S)-(1-thiophen-2-yl-ethyl)-amine (2.59 g, 20.4 mmol) is added, followed 10 min later by a solution of DBU (2.24 ml, 15 mmol) in THF (20 ml). The mixture is refluxed for 16 h and the THF is then removed by distillation. The residue is dissolved in ethyl acetate and the organic ... Reactants: CC(C)(C)OC(=O)N1CCCC(CNC(=O)CCl)C1, COc1ccc(-c2cnc(S)nc2)cc1OC, CCN(C(C)C)C(C)C, ClCCl. The product is COc1ccc(-c2cnc(SCC(=O)NCC3CCCN(C(=O)OC(C)(C)C)C3)nc2)cc1OC. As a reaction SMILES: [C:18]([CH3:19])([CH3:20])([CH3:21])[O:22][C:23](=[O:24])[N:25]1[CH2:26][CH:27]([CH2:31][NH:32][C:33]([CH2:34][Cl:35])=[O:36])[CH2:28][CH2:29][CH2:30]1.[CH3:1][O:2][c:3]1[cH:4][c:5](-[c:11]2[cH:12][n:13][c:14]([SH:17])[n:15][cH:16]2)[cH:6][cH:7][c:8]1[O:9][CH3:10].[CH:37]([N:38]([CH:39]([CH3:40])[CH3:41])[CH2:42][CH3:43])([CH3:44])[CH3:45].[Cl:46][CH2:47][Cl:48]>>[CH3:1][O:2][c:3]1[cH:4][c:5](-[c:11]2[cH:12][n:13][c:14]([S:17][CH2:34][C:33]([NH:32][CH2:31][CH:27]3[CH2:26][N:25]([C:23]([O:22][C:18]([CH3:19])([CH3:20])[CH3:21])=[O:24])[CH2:30][CH2:29][CH2:28]3)=[O:36])[n:15][cH:16]2)[cH:6][cH:7][c:8]1[O:9][CH3:10]. The reactants are C1CCOC1, CCCCCC, CN(C)CCN(C)C, Cc1ccccc1, Nc1cnccn1. The product is Nc1nccnc1Cc1ccccc1. Reaction SMILES: [CH2:29]1[O:30][CH2:31][CH2:32][CH2:33]1.[CH3:16][CH2:17][CH2:18][CH2:19][CH2:20][CH3:21].[CH3:1][N:2]([CH3:3])[CH2:4][CH2:5][N:6]([CH3:7])[CH3:8].[CH3:9][c:10]1[cH:11][cH:12][cH:13][cH:14][cH:15]1.[NH2:22][c:23]1[n:24][cH:25][cH:26][n:27][cH:28]1>>[CH2:9]([c:10]1[cH:11][cH:12][cH:13][cH:14][cH:15]1)[c:28]1[c:23]([NH2:22])[n:24][cH:25][cH:26][n:27]1.